From a dataset of the Open Reaction Database (ORD), a public repository of structured organic reaction records. describe an organic reaction: reactants, conditions, products, and yield Starting materials: FC1=NC=CC=C1B(O)O (2-Fluoropyridine-3-boronic acid), C([O-])([O-])=O.[Na+].[Na+] (sodium carbonate), C(C)(C)(C)OC(=O)N(C(=O)OC(C)(C)C)C1=N[C@]2(CO[C@H](C[C@H]2CS1)CF)C1=C(C=CC(=C1)Br)F (N,N-di(tert-butyloxycarbonyl)-[(4aR,6R,8aS)-8a-(5-bromo-2-fluorophenyl)-6-fluoromethyl-4,4a,5,6,8,8a-hexahydro-7-oxa-3-thia-1-azanaphthalen-2-yl]amine). The reagents and catalysts are C=1C=CC(=CC1)[P](C=2C=CC=CC2)(C=3C=CC=CC3)[Pd]([P](C=4C=CC=CC4)(C=5C=CC=CC5)C=6C=CC=CC6)([P](C=7C=CC=CC7)(C=8C=CC=CC8)C=9C=CC=CC9)[P](C=1C=CC=CC1)(C=1C=CC=CC1)C=1C=CC=CC1 (tetrakis(triphenylphosphine)palladium). The solvent is O (water), CN(C)C=O (DMF). Conditions: temperature 85 celsius, time 2 hour. Yields the product FC1=C(C=C(C=C1)C=1C(=NC=CC1)F)[C@@]12CO[C@H](C[C@H]2CSC(=N1)N)CF ((4aR,6R,8aS)-8a-[2-fluoro-5-(2-fluoropyridin-3-yl)phenyl]-6-fluoromethyl-4,4a,5,6,8,8a-hexahydro-7-oxa-3-thia-1-azanaphthalen-2-ylamine). Yield: 91.2%. Reaction SMILES: [F:1][C:2]1[C:7](B(O)O)=[CH:6][CH:5]=[CH:4][N:3]=1.C(=O)([O-])[O-].[Na+].[Na+].C(OC([N:24]([C:32]1[S:41][CH2:40][C@H:39]2[C@:34]([C:44]3[CH:49]=[C:48](Br)[CH:47]=[CH:46][C:45]=3[F:51])([CH2:35][O:36][C@@H:37]([CH2:42][F:43])[CH2:38]2)[N:33]=1)C(OC(C)(C)C)=O)=O)(C)(C)C>CN(C=O)C.O.C1C=CC([P]([Pd]([P](C2C=CC=CC=2)(C2C=CC=CC=2)C2C=CC=CC=2)([P](C2C=CC=CC=2)(C2C=CC=CC=2)C2C=CC=CC=2)[P](C2C=CC=CC=2)(C2C=CC=CC=2)C2C=CC=CC=2)(C2C=CC=CC=2)C2C=CC=CC=2)=CC=1>[F:51][C:45]1[CH:46]=[CH:47][C:48]([C:7]2[C:2]([F:1])=[N:3][CH:4]=[CH:5][CH:6]=2)=[CH:49][C:44]=1[C@@:34]12[N:33]=[C:32]([NH2:24])[S:41][CH2:40][C@@H:39]1[CH2:38][C@H:37]([CH2:42][F:43])[O:36][CH2:35]2 |f:1.2.3,^1:61,63,82,101|. Procedure: 2-Fluoropyridine-3-boronic acid (51.1 mg), tetrakis(triphenylphosphine)palladium (19.1 mg) and a 1 N sodium carbonate solution (363 μl ) were added to a solution of N,N-di(tert-butyloxycarbonyl)-[(4aR,6R,8aS)-8a-(5-bromo-2-fluorophenyl)-6-fluoromethyl-4,4a,5,6,8,8a-hexahydro-7-oxa-3-thia-1-azanaphthalen-2-yl]amine (95 mg) in DMF (6.79 ml). After replacement with nitrogen, the mixture was stirred at 85° C. for two hours. After cooling to room temperature, the mixture was diluted with water. The a... The reactants are C(C1=CC=CC=C1)O[C@@H](CC(=O)O)CCCCCCCCCCC ((R)-3-benzyloxy-tetradecanoic acid), C1CCC(CC1)N=C=NC2CCCCC2 (DCC), C(C=C)OC(=O)O[C@@H]1[C@H]([C@@H](O[C@@H]([C@H]1OP1(OCC2=C(CO1)C=CC=C2)=O)COCC2=CC=CC=C2)OC[C@@H]2[C@H]([C@@H]([C@H]([C@H](O[Si](C)(C)C(C)(C)C)O2)N=[N+]=[N-])O)OCC2=CC=CC=C2)NC(C[C@@H](CCCCCCCCCCC)OC(CCCCCCCCCCC)=O)=O (t-Butyldimethylsilyl 6-O-{3-O-allyloxycarbonyl-6-O-benzyl-2-deoxy-4-O-(1,5-dihydro-3-oxo-3λ5-3H-2,4,3-benzodioxaphosphepin-3yl)-2-[(R)-3-dodecanoyloxy-tetradecanoylamino]-β-D-glucopyranosyl}-2-azido-4-O-benzyl-2-deoxy-β-D-glucopyranoside). The reagents and catalysts are CN(C)C=1C=CN=CC1 (DMAP). The solvent is C(Cl)Cl (DCM), C(Cl)Cl (DCM). Conditions: time 10 minute. Product: C(C=C)OC(=O)O[C@@H]1[C@H]([C@@H](O[C@@H]([C@H]1OP1(OCC2=C(CO1)C=CC=C2)=O)COCC2=CC=CC=C2)OC[C@@H]2[C@H]([C@@H]([C@H]([C@H](O[Si](C)(C)C(C)(C)C)O2)N=[N+]=[N-])OC(C[C@@H](CCCCCCCCCCC)OCC2=CC=CC=C2)=O)OCC2=CC=CC=C2)NC(C[C@@H](CCCCCCCCCCC)OC(CCCCCCCCCCC)=O)=O (t-Butyldimethylsilyl 6-O-{3-O-allyloxycarbonyl-6-O-benzyl-2-deoxy-4-O-(1,5-dihydro-3-oxo-3λ5-3H-2,4,3-benzodioxaphosphepin-3yl)-2-[(R)-3-dodecanoyloxy-tetradecanoylamino]-β-D-glucopyranosyl}-2-azido-4-O-benzyl-3-O—[(R)-3-benzyloxy-tetradecanoyl]-2-deoxy-β-D-glucopyranoside). Isolated yield 85.8%. Reaction SMILES: [CH2:1]([O:8][C@H:9]([CH2:14][CH2:15][CH2:16][CH2:17][CH2:18][CH2:19][CH2:20][CH2:21][CH2:22][CH2:23][CH3:24])[CH2:10][C:11]([OH:13])=[O:12])[C:2]1[CH:7]=[CH:6][CH:5]=[CH:4][CH:3]=1.C1CCC(N=C=NC2CCCCC2)CC1.[CH2:40]([O:43][C:44]([O:46][C@H:47]1[C@H:52]([O:53][P:54]2(=[O:65])[O:60][CH2:59][C:58]3[CH:61]=[CH:62][CH:63]=[CH:64][C:57]=3[CH2:56][O:55]2)[C@@H:51]([CH2:66][O:67][CH2:68][C:69]2[CH:74]=[CH:73][CH:72]=[CH:71][CH:70]=2)[O:50][C@@H:49]([O:75][CH2:76][C@H:77]2[O:90][C@@H:81]([O:82][Si:83]([C:86]([CH3:89])([CH3:88])[CH3:87])([CH3:85])[CH3:84])[C@H:80]([N:91]=[N+:92]=[N-:93])[C@@H:79](O)[C@@H:78]2[O:95][CH2:96][C:97]2[CH:102]=[CH:101][CH:100]=[CH:99][CH:98]=2)[C@@H:48]1[NH:103][C:104](=[O:132])[CH2:105][C@H:106]([O:118][C:119](=[O:131])[CH2:120][CH2:121][CH2:122][CH2:123][CH2:124][CH2:125][CH2:126][CH2:127][CH2:128][CH2:129][CH3:130])[CH2:107][CH2:108][CH2:109][CH2:110][CH2:111][CH2:112][CH2:113][CH2:114][CH2:115][CH2:116][CH3:117])=[O:45])[CH:41]=[CH2:42]>C(Cl)Cl.CN(C1C=CN=CC=1)C>[CH2:40]([O:43][C:44]([O:46][C@H:47]1[C@H:52]([O:53][P:54]2(=[O:65])[O:60][CH2:59][C:58]3[CH:61]=[CH:62][CH:63]=[CH:64][C:57]=3[CH2:56][O:55]2)[C@@H:51]([CH2:66][O:67][CH2:68][C:69]2[CH:70]=[CH:71][CH:72]=[CH:73][CH:74]=2)[O:50][C@@H:49]([O:75][CH2:76][C@H:77]2[O:90][C@@H:81]([O:82][Si:83]([C:86]([CH3:87])([CH3:89])[CH3:88])([CH3:84])[CH3:85])[C@H:80]([N:91]=[N+:92]=[N-:93])[C@@H:79]([O:12][C:11](=[O:13])[CH2:10][C@H:9]([O:8][CH2:1][C:2]3[CH:7]=[CH:6][CH:5]=[CH:4][CH:3]=3)[CH2:14][CH2:15][CH2:16][CH2:17][CH2:18][CH2:19][CH2:20][CH2:21][CH2:22][CH2:23][CH3:24])[C@@H:78]2[O:95][CH2:96][C:97]2[CH:98]=[CH:99][CH:100]=[CH:101][CH:102]=2)[C@@H:48]1[NH:103][C:104](=[O:132])[CH2:105][C@H:106]([O:118][C:119](=[O:131])[CH2:120][CH2:121][CH2:122][CH2:123][CH2:124][CH2:125][CH2:126][CH2:127][CH2:128][CH2:129][CH3:130])[CH2:107][CH2:108][CH2:109][CH2:110][CH2:111][CH2:112][CH2:113][CH2:114][CH2:115][CH2:116][CH3:117])=[O:45])[CH:41]=[CH2:42]. Reported procedure: A reaction mixture of (R)-3-benzyloxy-tetradecanoic acid 15 (100 mg, 0.293 mmol) and DCC (93 mg, 0.450 mmol) in DCM (5 mL) was stirred at room temperature for 10 min, and then disaccharide 21 (300 mg, 0.225 mmol) in DCM (3 mL) and DMAP (11 mg, 0.090 mmol) were added. The reaction mixture was stirred at room temperature for 14 h, after which the solids were removed by filtration, and the residue washed with DCM (2×1 mL). The combined filtrates were concentrated in vacuo, and the residue was purif... Reactants: ClC1=NC=NC2=CC=C(C=C12)I (4-chloro-6-iodoquinazoline), ClC=1C=C(N)C=CC1O (3-chloro-4-hydroxyaniline). Product: Cl.ClC=1C=C(C=CC1O)NC1=NC=NC2=CC=C(C=C12)I (4-(3-chloro-4-hydroxyphenylamino)-6-iodoquinazoline hydrochloride). The yield is 88.0%. RXN SMILES: [Cl:1][C:2]1[C:11]2[C:6](=[CH:7][CH:8]=[C:9]([I:12])[CH:10]=2)[N:5]=[CH:4][N:3]=1.[Cl:13][C:14]1[CH:15]=[C:16]([CH:18]=[CH:19][C:20]=1[OH:21])[NH2:17]>>[ClH:1].[Cl:13][C:14]1[CH:15]=[C:16]([NH:17][C:2]2[C:11]3[C:6](=[CH:7][CH:8]=[C:9]([I:12])[CH:10]=3)[N:5]=[CH:4][N:3]=2)[CH:18]=[CH:19][C:20]=1[OH:21] |f:2.3|. Procedure details: According to the same manner as that of the first step of Example 1 and using 20.3 g of 4-chloro-6-iodoquinazoline and 10 g of 3-chloro-4-hydroxyaniline, 4-(3-chloro-4-hydroxyphenylamino)-6-iodoquinazoline hydrochloride (III-4, 26.6 g) was obtained as a yellow solid.